From a dataset of the Open Reaction Database (ORD), a public repository of structured organic reaction records. describe an organic reaction: reactants, conditions, products, and yield The reactants are CNC (dimethylamine), CO (methanol), C(C)(C)(C)N1N=C2C(NC3(CC2=C1)CCN(CC3)C(=O)C3=CC=C1C=CN=C(C1=C3)Cl)=O (2′-tert-butyl-1-(1-chloroisoquinoline-7-carbonyl)-4′,6′-dihydrospiro[piperidine-4,5′-pyrazolo[3,4-c]pyridin]-7′(2′H)-one). Reaction conditions: temperature 60 celsius, time 65 hour. Yields the product C(C)(C)(C)N1N=C2C(NC3(CC2=C1)CCN(CC3)C(=O)C3=CC=C1C=CN=C(C1=C3)N(C)C)=O (2′-tert-butyl-1-(1-(dimethylamino)isoquinoline-7-carbonyl)-4′,6′-dihydrospiro[piperidine-4,5′-pyrazolo[3,4-c]pyridin]-7′(2′H)-one). Yield: 61.0%. As a reaction SMILES: [CH3:1][NH:2][CH3:3].CO.[C:6]([N:10]1[CH:18]=[C:17]2[C:12]([C:13](=[O:37])[NH:14][C:15]3([CH2:23][CH2:22][N:21]([C:24]([C:26]4[CH:35]=[C:34]5[C:29]([CH:30]=[CH:31][N:32]=[C:33]5Cl)=[CH:28][CH:27]=4)=[O:25])[CH2:20][CH2:19]3)[CH2:16]2)=[N:11]1)([CH3:9])([CH3:8])[CH3:7]>>[C:6]([N:10]1[CH:18]=[C:17]2[C:12]([C:13](=[O:37])[NH:14][C:15]3([CH2:23][CH2:22][N:21]([C:24]([C:26]4[CH:35]=[C:34]5[C:29]([CH:30]=[CH:31][N:32]=[C:33]5[N:2]([CH3:3])[CH3:1])=[CH:28][CH:27]=4)=[O:25])[CH2:20][CH2:19]3)[CH2:16]2)=[N:11]1)([CH3:9])([CH3:8])[CH3:7]. Reported procedure: A solution of dimethylamine in methanol (1.75 mL, 3.50 mmol, 2 M) was added to 2′-tert-butyl-1-(1-chloroisoquinoline-7-carbonyl)-4′,6′-dihydrospiro[piperidine-4,5′-pyrazolo[3,4-c]pyridin]-7′(2′H)-one (158 mg, 0.350 mmol). The reaction vessel was sealed and the mixture was heated to 60° C. and stirred for 65 hours. The reaction was cooled to room temperature and concentrated. Purification by flash column chromatography (1-15% methanol/dichloromethane) gave the title compound (99 mg, 61%) as a whi... Reactants: C1(=CC=CC=C1)O (Phenol), C([O-])([O-])=O.[K+].[K+] (potassium carbonate), BrC=1C=C(C(=CC1)CBr)C(=O)OC (methyl 4-bromo-α-bromo- 2-toluate). The solvent is CN(C=O)C (N,N-dimethylformamide). Product: BrC1=CC(=C(C(=O)O)C=C1)COC1=CC=CC=C1 (4-bromo-2-(phenoxymethyl)benzoic acid). The yield is 65.1%. Reaction SMILES: [C:1]1([OH:7])[CH:6]=[CH:5][CH:4]=[CH:3][CH:2]=1.[C:8](=[O:11])([O-])[O-:9].[K+].[K+].[Br:14][C:15]1[CH:16]=[C:17]([C:23](OC)=O)[C:18](CBr)=[CH:19][CH:20]=1>CN(C)C=O>[Br:14][C:15]1[CH:20]=[CH:19][C:18]([C:8]([OH:9])=[O:11])=[C:17]([CH2:23][O:7][C:1]2[CH:6]=[CH:5][CH:4]=[CH:3][CH:2]=2)[CH:16]=1 |f:1.2.3|. Procedure: Phenol (8 g, 85 mmole) and potassium carbonate (11.7 g, 85 mmole) in 150 mL of N,N-dimethylformamide was reacted with methyl 4-bromo-α-bromo- 2-toluate (20 g, 65 mmole) by the procedure of Example 6, step a and followed with alkaline hydrolysis by the procedure of Example 6, step b to give the crude 4-bromo-2-(phenoxymethyl)benzoic acid (13 g) which was used without further purification. The reactants are FC(C=1N=CC2=C(N1)CCNC2)(F)F (2-trifluoromethyl-5,6,7,8-tetrahydro-pyrido[4,3-d]pyrimidine), CS(=O)(=O)C=1C=CC(=C(C(=O)O)C1)O[C@H](C(F)(F)F)C (5-methanesulfonyl-2-((S)-2,2,2-trifluoro-1-methyl-ethoxy)-benzoic acid). The product is CS(=O)(=O)C=1C=CC(=C(C1)C(=O)N1CC2=C(N=C(N=C2)C(F)(F)F)CC1)O[C@H](C(F)(F)F)C ([5-Methanesulfonyl-2-((S)-2,2,2-trifluoro-1-methyl-ethoxy)-phenyl]-(2-trifluoromethyl-7,8-dihydro-5H-pyrido[4,3-d]pyrimidin-6-yl)-methanone). As a reaction SMILES: [F:1][C:2]([F:14])([F:13])[C:3]1[N:4]=[CH:5][C:6]2[CH2:12][NH:11][CH2:10][CH2:9][C:7]=2[N:8]=1.[CH3:15][S:16]([C:19]1[CH:20]=[CH:21][C:22]([O:28][C@@H:29]([CH3:34])[C:30]([F:33])([F:32])[F:31])=[C:23]([CH:27]=1)[C:24](O)=[O:25])(=[O:18])=[O:17]>>[CH3:15][S:16]([C:19]1[CH:20]=[CH:21][C:22]([O:28][C@@H:29]([CH3:34])[C:30]([F:31])([F:32])[F:33])=[C:23]([C:24]([N:11]2[CH2:10][CH2:9][C:7]3[N:8]=[C:3]([C:2]([F:1])([F:13])[F:14])[N:4]=[CH:5][C:6]=3[CH2:12]2)=[O:25])[CH:27]=1)(=[O:18])=[O:17]. Reported procedure: Prepared in analogy to example 1.1 from 2-trifluoromethyl-5,6,7,8-tetrahydro-pyrido[4,3-d]pyrimidine (CA [74737-17-7]; WO2004069162) and 5-methanesulfonyl-2-((S)-2,2,2-trifluoro-1-methyl-ethoxy)-benzoic acid (example 2.2). MS (m/e): 498.4 (M+H+). The reactants are Fc1ccc(CCl)cc1Oc1ccccc1, C1CCOC1, c1ccc(P(c2ccccc2)c2ccccc2)cc1. Product: [Cl-], Fc1ccc(C[P+](c2ccccc2)(c2ccccc2)c2ccccc2)cc1Oc1ccccc1. Reaction SMILES: [F:1][c:2]1[c:3]([O:10][c:11]2[cH:12][cH:13][cH:14][cH:15][cH:16]2)[cH:4][c:5]([CH2:8][Cl:9])[cH:6][cH:7]1.[O:36]1[CH2:37][CH2:38][CH2:39][CH2:40]1.[c:17]1([P:23]([c:24]2[cH:25][cH:26][cH:27][cH:28][cH:29]2)[c:30]2[cH:31][cH:32][cH:33][cH:34][cH:35]2)[cH:18][cH:19][cH:20][cH:21][cH:22]1>>[Cl-:9].[F:1][c:2]1[c:3]([O:10][c:11]2[cH:12][cH:13][cH:14][cH:15][cH:16]2)[cH:4][c:5]([CH2:8][P+:23]([c:17]2[cH:18][cH:19][cH:20][cH:21][cH:22]2)([c:24]2[cH:25][cH:26][cH:27][cH:28][cH:29]2)[c:30]2[cH:31][cH:32][cH:33][cH:34][cH:35]2)[cH:6][cH:7]1. Reactants: COc1cc2c(=O)c(C#N)c[nH]c2cc1NC(C)=O, O=C([O-])O, CCOC(C)=O, [Na+], O=P(Cl)(Cl)Cl. Product: COc1cc2c(Cl)c(C#N)cnc2cc1NC(C)=O. RXN SMILES: [C:1](#[N:2])[c:3]1[cH:4][nH:5][c:6]2[cH:7][c:8]([NH:16][C:17]([CH3:18])=[O:19])[c:9]([O:14][CH3:15])[cH:10][c:11]2[c:12]1=[O:13].[C:25](=[O:26])([OH:27])[O-:28].[CH3:30][CH2:31][O:32][C:33](=[O:34])[CH3:35].[Na+:29].[P:20]([Cl:21])([Cl:22])([Cl:23])=[O:24]>>[C:1](#[N:2])[c:3]1[cH:4][n:5][c:6]2[cH:7][c:8]([NH:16][C:17]([CH3:18])=[O:19])[c:9]([O:14][CH3:15])[cH:10][c:11]2[c:12]1[Cl:22]. Reactants: C(CCC)Br (butyl bromide), C([O-])([O-])=O.[K+].[K+] (potassium carbonate), [I-].[Na+] (sodium iodide), OC=1C=C(C=O)C=CC1O (3,4-dihydroxybenzaldehyde). The solvent is CC(CC)=O (butanone), O (water). Yields the product OC=1C=C(C=O)C=CC1OCCCC (3-hydroxy-4-butoxybenzaldehyde). The yield is 71.5%. Reaction SMILES: C(=O)([O-])[O-].[K+].[K+].[I-].[Na+].[OH:9][C:10]1[CH:11]=[C:12]([CH:15]=[CH:16][C:17]=1[OH:18])[CH:13]=[O:14].[CH2:19](Br)[CH2:20][CH2:21][CH3:22]>CC(=O)CC.O>[OH:9][C:10]1[CH:11]=[C:12]([CH:15]=[CH:16][C:17]=1[O:18][CH2:19][CH2:20][CH2:21][CH3:22])[CH:13]=[O:14] |f:0.1.2,3.4|. Reported procedure: Anhydrous potassium carbonate (1.5 g, 5.4 mmol) and sodium iodide (0.108 g, 0.36 mmol) were added to 3,4-dihydroxybenzaldehyde (0.5 g, 3.6 mmol), In butanone (25 ml), at room temperature. The reaction was stirred for 10 min after which butyl bromide (0.777 ml, 3.6 mmol) was added dropwise and the reaction was refluxed for 3 h. The reaction mixture was diluted with water and the product was extracted with dichloromethane (3×25 ml), the combined organic layers were dried over magnesium sulphate an... Starting materials: FC(C1=NC(=NC=C1)N1C[C@@H]2CCNC[C@H]12)(F)F ((1R,6S)-8-(4-(Trifluoromethyl)pyrimidin-2-yl)-3,8-diazabicyclo[4.2.0]octane), CCN(C(C)C)C(C)C (DIPEA), ClC1=NC=CC(=N1)C(F)(F)F (2-chloro-4-(trifluoromethyl)pyrimidine), C(=O)([O-])[O-].[K+].[K+] (K2CO3). Run in C(C)#N (ACN), CN(C)C=O (DMF). The product is CC=1C(=NC=CN1)N1C[C@@H]2CCNC[C@H]12 ((1R,6S)-8-(3-Methylpyrazin-2-yl)-3,8-diazabicyclo[4.2.0]octane). Reaction SMILES: FC(F)(F)C1[CH:8]=[CH:7][N:6]=[C:5]([N:9]2[C@@H:16]3[C@@H:11]([CH2:12][CH2:13][NH:14][CH2:15]3)[CH2:10]2)N=1.ClC1N=C(C(F)(F)F)[CH:23]=[CH:22][N:21]=1.C([O-])([O-])=O.[K+].[K+].CCN(C(C)C)C(C)C>C(#N)C.CN(C=O)C>[CH3:23][C:22]1[C:5]([N:9]2[C@@H:16]3[C@@H:11]([CH2:12][CH2:13][NH:14][CH2:15]3)[CH2:10]2)=[N:6][CH:7]=[CH:8][N:21]=1 |f:2.3.4|. Reported procedure: The title compound was prepared in a manner analogous to Intermediate 27, substituting 2-chloro-3-methylpyrazine for 2-chloro-4-(trifluoromethyl)pyrimidine. In addition, DMF and K2CO3 at 95° C. was used in place of DIPEA and ACN.